From a dataset of the Open Reaction Database (ORD), a public repository of structured organic reaction records. describe an organic reaction: reactants, conditions, products, and yield Reactants: [BH-](OC(=O)C)(OC(=O)C)OC(=O)C.[Na+] (NaBH(OAc)3), [OH-].[Na+] (NaOH), C(C1=CC=CC=C1)OC(=O)[C@@H]1CC[C@@H](CC1)N(CCOCC1=CC=CC=C1)C(CC[C@@H](C1CCOCC1)N)=O (4-[[4-amino-4-(S)-(tetrahydro-pyran-4-yl)-butyryl]-(2-benzyloxy-ethyl)-amino]-cis-cyclohexanecarboxylic acid benzyl ester), [N+](=O)([O-])C=1C(=CC(=NC1)OC1=CC=CC=C1)C=O (5-nitro-2-phenoxy-pyridine-4-carboxaldehyde). Run in ClCCCl (1,2 dichloroethane), CCOC(=O)C (EtOAc). Reaction conditions: time 8 hour. The product is C(C1=CC=CC=C1)OC(=O)[C@@H]1CC[C@@H](CC1)N(C(CC[C@@H](C1CCOCC1)NCC1=CC(=NC=C1[N+](=O)[O-])OC1=CC=CC=C1)=O)CCOCC1=CC=CC=C1 (4-{(2-benzyloxy-ethyl)-[4-[(5-nitro-2-phenoxy-pyridin-4-ylmethyl)-amino]-4-(S)-(tetrahydro-pyran-4-yl)-butyryl]-amino}-cis-cyclohexanecarboxylic acid benzyl ester). Reaction SMILES: [CH2:1]([O:8][C:9]([C@H:11]1[CH2:16][CH2:15][C@@H:14]([N:17]([C:28](=[O:39])[CH2:29][CH2:30][C@H:31]([NH2:38])[CH:32]2[CH2:37][CH2:36][O:35][CH2:34][CH2:33]2)[CH2:18][CH2:19][O:20][CH2:21][C:22]2[CH:27]=[CH:26][CH:25]=[CH:24][CH:23]=2)[CH2:13][CH2:12]1)=[O:10])[C:2]1[CH:7]=[CH:6][CH:5]=[CH:4][CH:3]=1.[N+:40]([C:43]1[C:44]([CH:56]=O)=[CH:45][C:46]([O:49][C:50]2[CH:55]=[CH:54][CH:53]=[CH:52][CH:51]=2)=[N:47][CH:48]=1)([O-:42])=[O:41].[BH-](OC(C)=O)(OC(C)=O)OC(C)=O.[Na+].[OH-].[Na+]>ClCCCl.CCOC(C)=O>[CH2:1]([O:8][C:9]([C@H:11]1[CH2:16][CH2:15][C@@H:14]([N:17]([CH2:18][CH2:19][O:20][CH2:21][C:22]2[CH:23]=[CH:24][CH:25]=[CH:26][CH:27]=2)[C:28](=[O:39])[CH2:29][CH2:30][C@H:31]([NH:38][CH2:56][C:44]2[C:43]([N+:40]([O-:42])=[O:41])=[CH:48][N:47]=[C:46]([O:49][C:50]3[CH:51]=[CH:52][CH:53]=[CH:54][CH:55]=3)[CH:45]=2)[CH:32]2[CH2:33][CH2:34][O:35][CH2:36][CH2:37]2)[CH2:13][CH2:12]1)=[O:10])[C:2]1[CH:3]=[CH:4][CH:5]=[CH:6][CH:7]=1 |f:2.3,4.5|. Procedure details: A solution of 4-[[4-amino-4-(S)-(tetrahydro-pyran-4-yl)-butyryl]-(2-benzyloxy-ethyl)-amino]-cis-cyclohexanecarboxylic acid benzyl ester (1.9 g, 3.5 mmol) and 5-nitro-2-phenoxy-pyridine-4-carboxaldehyde (0.86 g, 3.53 mmol) in 1,2 dichloroethane (100 mL) was stirred at room temperature for 4 hours, and then NaBH(OAc)3 (1.4 g, 6.6 mmol) was added. The resulting mixture was stirred at room temperature overnight. Then 1N NaOH was added, and the reaction mixture was then poured into EtOAc (200 mL). Th... Product: Cl.ClCC1=NC=CC(=C1OC)SCC=1OC=CC1 (2-Chloromethyl-4-{2-furylmethylthio)-3-methoxypyridine hydrochloride). The reactants are O1C(=CC=C1)CSC1=C(C(=NC=C1)CO)OC (4-(2-furylmethylthio)-2-hydroxymethyl-3-methoxypyridine), ClC1=C(C(=[N+](C=C1)[O-])C)OC (4-chloro-3-methoxy-2-methylpyridine N-oxide), S(=O)(Cl)Cl (thionyl chloride). As a reaction SMILES: [O:1]1[CH:5]=[CH:4][CH:3]=[C:2]1[CH2:6][S:7][C:8]1[CH:13]=[CH:12][N:11]=[C:10]([CH2:14]O)[C:9]=1[O:16][CH3:17].[Cl:18]C1C=C[N+]([O-])=C(C)C=1OC.S(Cl)([Cl:31])=O>>[ClH:18].[Cl:31][CH2:14][C:10]1[C:9]([O:16][CH3:17])=[C:8]([S:7][CH2:6][C:2]2[O:1][CH:5]=[CH:4][CH:3]=2)[CH:13]=[CH:12][N:11]=1 |f:3.4|. Procedure details: By the procedure described in Aa) to Ac), the intermediate product 4-(2-furylmethylthio)-2-hydroxymethyl-3-methoxypyridine is obtained starting from 4-chloro-3-methoxy-2-methylpyridine N-oxide; m.p. 56-58° C. Chlorination with thionyl chloride by the procedure described in Example Ad) gives the title compound as a beige powder; m.p. 135° C. (decomp.). The reactants are C1(=CC=CC=C1)N1N=C(C=C1C=1SC=CC1)CCC=O (3-(1-phenyl-5-(thiophene-2-yl)-1H-pyrazol-3-yl)-propanal), [BH-](OC(=O)C)(OC(=O)C)OC(=O)C.[Na+] (NaBH(OAc)3), CC1N(CCNC1)C=1C=C(C=CC1)C (2-methyl-1-m-tolylpiperazine), CCN(C(C)C)C(C)C (DIPEA). The product is CC1N(CCN(C1)CCCC1=NN(C(=C1)C=1SC=CC1)C1=CC=CC=C1)C=1C=C(C=CC1)C (2-methyl-4-(3-(1-phenyl-5-(thiophene-2-yl)-1H-pyrazol-3-yl)propyl)-1-m-tolylpiperazine). As a reaction SMILES: [C:1]1([N:7]2[C:11]([C:12]3[S:13][CH:14]=[CH:15][CH:16]=3)=[CH:10][C:9]([CH2:17][CH2:18][CH:19]=O)=[N:8]2)[CH:6]=[CH:5][CH:4]=[CH:3][CH:2]=1.[CH3:21][CH:22]1[CH2:27][NH:26][CH2:25][CH2:24][N:23]1[C:28]1[CH:29]=[C:30]([CH3:34])[CH:31]=[CH:32][CH:33]=1.CCN(C(C)C)C(C)C.[BH-](OC(C)=O)(OC(C)=O)OC(C)=O.[Na+]>>[CH3:21][CH:22]1[CH2:27][N:26]([CH2:19][CH2:18][CH2:17][C:9]2[CH:10]=[C:11]([C:12]3[S:13][CH:14]=[CH:15][CH:16]=3)[N:7]([C:1]3[CH:6]=[CH:5][CH:4]=[CH:3][CH:2]=3)[N:8]=2)[CH2:25][CH2:24][N:23]1[C:28]1[CH:29]=[C:30]([CH3:34])[CH:31]=[CH:32][CH:33]=1 |f:3.4|. Procedure details: 55 mg (79%) of target compound was obtained by using a method same as in Example 1 by using 3-(1-phenyl-5-(thiophene-2-yl)-1H-pyrazol-3-yl)-propanal (40 mg, 0.142 mmol), 2-methyl-1-m-tolylpiperazine (27 mg, 0.142 mmol), DIPEA (0.040 mL, 0.213 mmol) and NaBH(OAc)3 (90 mg, 0.573 mmol). Reactants: C1(=CC=CC=C1)N1C(=CC=C1)C(=O)C1=C(C(=O)O)C=CC=C1 (2-[(1-phenyl-2-pyrrolyl)carbonyl]benzoic acid), Formula IV, CN(C1=CC(=CC=C1)N(C)C)C (N,N,N', N'-tetramethyl-m-phenylenediamine). The solvent is C(C)(=O)OC(C)=O (acetic anhydride). Yields the product CN(C1=C(C=CC(=C1)N(C)C)C1(OC(=O)C2=CC=CC=C12)C=1N(C=CC1)C1=CC=CC=C1)C (3-[2,4-bis(dimethylamino)phenyl]-3-(1-phenyl-2-pyrrolyl)phthalide). The yield is 59.7%. Reaction SMILES: [C:1]1([N:7]2[CH:11]=[CH:10][CH:9]=[C:8]2[C:12]([C:14]2[CH:22]=[CH:21][CH:20]=[CH:19][C:15]=2[C:16]([OH:18])=[O:17])=O)[CH:6]=[CH:5][CH:4]=[CH:3][CH:2]=1.[CH3:23][N:24]([CH3:34])[C:25]1[CH:30]=[CH:29][CH:28]=[C:27]([N:31]([CH3:33])[CH3:32])[CH:26]=1>C(OC(=O)C)(=O)C>[CH3:32][N:31]([CH3:33])[C:27]1[CH:26]=[C:25]([N:24]([CH3:34])[CH3:23])[CH:30]=[CH:29][C:28]=1[C:12]1([C:8]2[N:7]([C:1]3[CH:2]=[CH:3][CH:4]=[CH:5][CH:6]=3)[CH:11]=[CH:10][CH:9]=2)[C:14]2[C:15](=[CH:19][CH:20]=[CH:21][CH:22]=2)[C:16](=[O:17])[O:18]1. Reported procedure: A mixture of 2.91 g (0.01 mole) of 2-[(1-phenyl-2-pyrrolyl)carbonyl]benzoic acid prepared in part A above, 2.34 g (0.017 mole) of 84.6 percent active N,N,N', N'-tetramethyl-m-phenylenediamine in 4.0 ml of acetic anhydride was interacted in a manner similar to that described in Example 1, part C to obtain 2.61 g of 3-[2,4-bis(dimethylamino)phenyl]-3-(1-phenyl-2-pyrrolyl)phthalide (Formula IV: R0 =R1 =R2 =R3 =H; R=CH3 ; R4 =N(CH3)2 ; R7 =C6H5), a peach-colored powder melting at 193°-194° C. The in... The reactants are FC=1C=C2C(N(C(C2=CC1)=O)CC1=CC=C(C=C1)OC)(C)C (5-fluoro-2-(4-methoxy-benzyl)-3,3-dimethyl-2,3-dihydro-isoindol-1-one), O=[N+]([O-])[O-].[O-][N+]([O-])=O.[O-][N+]([O-])=O.[O-][N+]([O-])=O.[O-][N+]([O-])=O.[O-][N+]([O-])=O.[Ce+4].[NH4+].[NH4+] (CAN). The solvent is CC#N (MeCN), O (H2O), CCOC(=O)C (EtOAc). Conditions: temperature 0 celsius, time 2 hour. The product is FC=1C=C2C(NC(C2=CC1)=O)(C)C (5-Fluoro-3,3-dimethyl-2,3-dihydro-isoindol-1-one). Yield: 45.3%. Reaction SMILES: [F:1][C:2]1[CH:3]=[C:4]2[C:8](=[CH:9][CH:10]=1)[C:7](=[O:11])[N:6](CC1C=CC(OC)=CC=1)[C:5]2([CH3:22])[CH3:21].O=[N+]([O-])[O-].[O-][N+](=O)[O-].[O-][N+](=O)[O-].[O-][N+](=O)[O-].[O-][N+](=O)[O-].[O-][N+](=O)[O-].[Ce+4].[NH4+].[NH4+]>CC#N.O.CCOC(C)=O>[F:1][C:2]1[CH:3]=[C:4]2[C:8](=[CH:9][CH:10]=1)[C:7](=[O:11])[NH:6][C:5]2([CH3:22])[CH3:21] |f:1.2.3.4.5.6.7.8.9|. Reported procedure: To a stirred solution of 5-fluoro-2-(4-methoxy-benzyl)-3,3-dimethyl-2,3-dihydro-isoindol-1-one (3.8 g, 12.7 mmol) in MeCN (80 ml) and H2O (40 mL) was added CAN (20.9 g, 38.1 mmol) at 0° C. After stirring for 2 hours at 0° C., the reaction mixture was diluted with EtOAc and washed with brine. The organic layers were dried over anhy. Na2SO4, filtered and concentrated in vacuo to provide a crude product, which was purified by column chromatography to give tile product (1.03 g, yield 45%) as a solid...